From a dataset of the Open Reaction Database (ORD), a public repository of structured organic reaction records. describe an organic reaction: reactants, conditions, products, and yield Starting materials: S(C)C (Me2S), C(=O)(OC(C)(C)C)N1[C@H](C(=O)O)CC[C@@H]1C1=CC=CC=C1 (N-Boc-5-(R)-phenyl-(2S)-proline), Cl (HCl). The solvent is C1CCOC1 (THF). Product: C(=O)(OC(C)(C)C)N1[C@@H](CC[C@@H]1C1=CC=CC=C1)CO (N-Boc-2-(S)-hydroxymethyl-5-(R)-phenylpyrrolidine). Isolated yield 102.4%. As a reaction SMILES: [C:1]([N:8]1[C@@H:15]([C:16]2[CH:21]=[CH:20][CH:19]=[CH:18][CH:17]=2)[CH2:14][CH2:13][C@H:9]1[C:10](O)=[O:11])([O:3][C:4]([CH3:7])([CH3:6])[CH3:5])=[O:2].S(C)C.Cl>C1COCC1>[C:1]([N:8]1[C@@H:15]([C:16]2[CH:21]=[CH:20][CH:19]=[CH:18][CH:17]=2)[CH2:14][CH2:13][C@H:9]1[CH2:10][OH:11])([O:3][C:4]([CH3:7])([CH3:6])[CH3:5])=[O:2]. Procedure: To a stirred solution of N-Boc-5-(R)-phenyl-(2S)-proline (1.14 g, 3.91 mmol) in THF (20 ml) was added 10M-BH3.Me2S (780 ml, 7.82 mmol) at rt, and the resulting mixture was heated under reflux for 30 min. The mixture was poured into aq. 1N-HCl and extracted with EtOAc. The organic layer was dried over anhydrous Na2SO4, then concentrated in vacuo. The residue was chromatographed on silica gel with CHCl3—MeOH (10:1) as eluent to give N-Boc-2-(S)-hydroxymethyl-5-(R)-phenylpyrrolidine (1.11 g, quant.... Reactants: crude product, [OH-].[Na+] (sodium hydroxide), ClCl (Chlorine), C(C)(=O)C=1SC=CC1 (2-acetylthiophene), C(C)(=O)O (acetic acid), ClCl (chlorine). The solvent is O (water), O (water). Reaction conditions: time 2 hour. The product is S1C(=CC=C1)C(C(=O)O)O (2-thiopheneglycolic acid). RXN SMILES: ClCl.C([C:6]1[S:7][CH:8]=[CH:9][CH:10]=1)(=O)C.[OH-:11].[Na+].[C:13]([OH:16])(=[O:15])[CH3:14]>O>[S:7]1[CH:8]=[CH:9][CH:10]=[C:6]1[CH:14]([OH:11])[C:13]([OH:16])=[O:15] |f:2.3|. Procedure: Chlorine was bubbled through a solution of 6.31 g (50 mmol) of 2-acetylthiophene in glacial acetic acid (25 ml). The reaction solution which evolved heat was cooled with water and kept below 28° C. The reaction was discontinued at the stage when the reaction solution turned slight yellow by the excess chlorine, and then acetic acid was distilled off at room temperature under a reduced pressure to give crude 2-(dichloroacetyl)thiophene. This crude product was added in dropwise with vigorous stirr... Reactants: Clc1ccc2c(c1)C(OCCBr)c1cc(Cl)ccc1OCO2, O=C([O-])[O-], CCOC(=O)C(Cc1ccc(O)cc1)OCC, Cc1ccccc1, [K+], [K+], C1COCCOCCOCCOCCOCCO1. Product: CCOC(=O)C(Cc1ccc(OCCOC2c3cc(Cl)ccc3OCOc3ccc(Cl)cc32)cc1)OCC. RXN SMILES: [Br:1][CH2:2][CH2:3][O:4][CH:5]1[c:6]2[c:7]([cH:18][cH:19][c:20]([Cl:22])[cH:21]2)[O:8][CH2:9][O:10][c:11]2[c:12]1[cH:13][c:14]([Cl:17])[cH:15][cH:16]2.[C:40](=[O:41])([O-:42])[O-:43].[CH2:23]([CH3:24])[O:25][C:26]([CH:27]([CH2:28][c:29]1[cH:30][cH:31][c:32]([OH:35])[cH:33][cH:34]1)[O:36][CH2:37][CH3:38])=[O:39].[CH3:64][c:65]1[cH:66][cH:67][cH:68][cH:69][cH:70]1.[K+:44].[K+:45].[O:46]1[CH2:47][CH2:48][O:49][CH2:50][CH2:51][O:52][CH2:53][CH2:54][O:55][CH2:56][CH2:57][O:58][CH2:59][CH2:60][O:61][CH2:62][CH2:63]1>>[CH2:2]([CH2:3][O:4][CH:5]1[c:6]2[c:7]([cH:18][cH:19][c:20]([Cl:22])[cH:21]2)[O:8][CH2:9][O:10][c:11]2[c:12]1[cH:13][c:14]([Cl:17])[cH:15][cH:16]2)[O:35][c:32]1[cH:31][cH:30][c:29]([CH2:28][CH:27]([C:26]([O:25][CH2:23][CH3:24])=[O:39])[O:36][CH2:37][CH3:38])[cH:34][cH:33]1. Reactants: COC(\C(=C\C1CCCC1)\C1=CC(=C(C=C1)N1N=NN=C1C)C(F)(F)F)=O ((E)-3-cyclopentyl-2-[4-(5-methyl-tetrazol-1-yl)-3-trifluoromethyl-phenyl]-acrylic acid methyl ester), [OH-].[Na+] (sodium hydroxide). Run in C(C)O (ethanol). Run at temperature 47.5 celsius. Product: C1(CCCC1)/C=C(/C(=O)O)\C1=CC(=C(C=C1)N1N=NN=C1C)C(F)(F)F ((E)-3-cyclopentyl-2-[4-(5-methyl-tetrazol-1-yl)-3-trifluoromethyl-phenyl]-acrylic acid). Yield: 90.3%. As a reaction SMILES: C[O:2][C:3](=[O:27])/[C:4](/[C:11]1[CH:16]=[CH:15][C:14]([N:17]2[C:21]([CH3:22])=[N:20][N:19]=[N:18]2)=[C:13]([C:23]([F:26])([F:25])[F:24])[CH:12]=1)=[CH:5]/[CH:6]1[CH2:10][CH2:9][CH2:8][CH2:7]1.[OH-].[Na+]>C(O)C>[CH:6]1(/[CH:5]=[C:4](\[C:11]2[CH:16]=[CH:15][C:14]([N:17]3[C:21]([CH3:22])=[N:20][N:19]=[N:18]3)=[C:13]([C:23]([F:24])([F:26])[F:25])[CH:12]=2)/[C:3]([OH:27])=[O:2])[CH2:10][CH2:9][CH2:8][CH2:7]1 |f:1.2|. Reported procedure: A solution of (E)-3-cyclopentyl-2-[4-(5-methyl-tetrazol-1-yl)-3-trifluoromethyl-phenyl]-acrylic acid methyl ester (199 mg, 0.52 mmol) in ethanol (3 mL) was treated with a 1N aqueous sodium hydroxide solution (2 mL). The solution was heated at 45-50° C. for 15 h, at which time, thin layer chromatography analysis of the reaction mixture indicated the absence of starting material. The reaction mixture was concentrated in vacuo to remove ethanol. The residue was diluted with water (10 mL) and extrac...